Dataset: the Open Reaction Database (ORD), a public repository of structured organic reaction records. Task: describe an organic reaction: reactants, conditions, products, and yield Reactants: O=C(c1ccccc1)N1CCCCC1, C1CCNCC1, CN(C(=O)C1CCn2cccc21)c1ccccc1, Cc1ccccc1, [Na+], [OH-], O, O=P(Cl)(Cl)Cl. The product is CN(C(=O)C1CCn2c(C(=O)c3ccccc3)ccc21)c1ccccc1. As a reaction SMILES: [C:19]([c:20]1[cH:21][cH:22][cH:23][cH:24][cH:25]1)(=[O:26])[N:27]1[CH2:28][CH2:29][CH2:30][CH2:31][CH2:32]1.[CH2:40]1[CH2:41][CH2:42][NH:43][CH2:44][CH2:45]1.[CH3:1][N:2]([C:3](=[O:4])[CH:5]1[CH2:6][CH2:7][n:8]2[cH:9][cH:10][cH:11][c:12]21)[c:13]1[cH:14][cH:15][cH:16][cH:17][cH:18]1.[CH3:47][c:48]1[cH:49][cH:50][cH:51][cH:52][cH:53]1.[Na+:39].[OH-:38].[OH2:46].[P:33]([Cl:34])([Cl:35])([Cl:36])=[O:37]>>[CH3:1][N:2]([C:3](=[O:4])[CH:5]1[CH2:6][CH2:7][n:8]2[c:9]([C:19]([c:20]3[cH:21][cH:22][cH:23][cH:24][cH:25]3)=[O:26])[cH:10][cH:11][c:12]21)[c:13]1[cH:14][cH:15][cH:16][cH:17][cH:18]1.